This data is from the Open Reaction Database (ORD), a public repository of structured organic reaction records. The task is: describe an organic reaction: reactants, conditions, products, and yield Yield: 24.0%. RXN SMILES: [CH2:1]([O:3][C:4](=[O:31])[N:5]([CH2:24][C:25]1[CH:30]=[CH:29][CH:28]=[CH:27][CH:26]=1)[C@H:6]1[C:15]2[C:10](=[CH:11][C:12]([O:18][CH3:19])=[C:13]([O:16][CH3:17])[CH:14]=2)[N:9]([C:20](Cl)=[O:21])[C@@H:8]([CH3:23])[CH2:7]1)[CH3:2].[N:32]1[CH:37]=CC=C[CH:33]=1.Cl.CNC.[OH-].[K+]>ClCCl.C(OCC)(=O)C.O>[CH2:1]([O:3][C:4](=[O:31])[N:5]([CH2:24][C:25]1[CH:30]=[CH:29][CH:28]=[CH:27][CH:26]=1)[C@H:6]1[C:15]2[C:10](=[CH:11][C:12]([O:18][CH3:19])=[C:13]([O:16][CH3:17])[CH:14]=2)[N:9]([C:20](=[O:21])[N:32]([CH3:37])[CH3:33])[C@@H:8]([CH3:23])[CH2:7]1)[CH3:2] |f:2.3,4.5|. Yields the product C(C)OC(N([C@@H]1C[C@@H](N(C2=CC(=C(C=C12)OC)OC)C(N(C)C)=O)C)CC1=CC=CC=C1)=O (cis-benzyl-(1-dimethylcarbamoyl-6,7-dimethoxy-2-methyl-1,2,3,4-tetrahydro-quinolin-4-yl)-carbamic acid ethyl ester). Procedure: A solution of cis-4-benzyl-(1-chlorocarbonyl-6,7-dimethoxy-2-methyl-1,2,3,4-tetrahydro-quinolin-4-yl)-carbamic acid ethyl ester (Example 107A) (38 mg, 0.085 mmol), pyridine (0.5 mL), and dimethylamine hydrochloride (12 mg, 0.14 mmol) in anhydrous dichloromethane (1 mL) was stirred at room temperature overnight. Then, 10 mL water and 10 mL 2N KOH were added followed by extration with ethyl acetate (3×10 mL). The combined organic phases were washed with 1N HCl (2×10 mL), 10 mL of a saturated sodiu... Solvent: O (water), ClCCl (dichloromethane), C(C)(=O)OCC (ethyl acetate). The reactants are [OH-].[K+] (KOH), C(C)OC(N([C@@H]1C[C@@H](N(C2=CC(=C(C=C12)OC)OC)C(=O)Cl)C)CC1=CC=CC=C1)=O (cis-Benzyl-(1-chlorocarbonyl-6,7-dimethoxy-2-methyl-1,2,3,4-tetrahydro-quinolin-4-yl)-carbamic acid ethyl ester), N1=CC=CC=C1 (pyridine), Cl.CNC (dimethylamine hydrochloride). Reactants: P(O)(O)(O)=O (phosphoric acid), C1(CCCCCN1)=O (ε-caprolactam), NCCCCCCCCCCCC(=O)O (12-aminododecanoic acid), C1(CCCCCN1)=O (ε-caprolactam). The solvent is O (water). Run at temperature 260 celsius, time 2 hour. Yields the product C(CCCCCC(=O)O)CCCCC(=O)O.C(CCCN)CCN (nylon 6/12). RXN SMILES: [C:1]1(=[O:8])[NH:7][CH2:6][CH2:5][CH2:4][CH2:3][CH2:2]1.[NH2:9][CH2:10][CH2:11][CH2:12][CH2:13][CH2:14][CH2:15][CH2:16][CH2:17][CH2:18][CH2:19][CH2:20][C:21]([OH:23])=[O:22].P(=O)(O)(O)[OH:25]>O>[CH2:16]([CH2:17][CH2:18][CH2:19][CH2:20][C:21]([OH:23])=[O:22])[CH2:6][CH2:5][CH2:4][CH2:3][CH2:2][C:1]([OH:8])=[O:25].[CH2:12]([CH2:11][CH2:10][NH2:9])[CH2:13][CH2:14][CH2:15][NH2:7] |f:4.5|. Reported procedure: 1.0 kg of ε-caprolactam, 1.0 kg of 12-aminododecanoic acid and 200 g of fluoromica (average particle size 8 μm, CEC corresponding to 0.14 mole) was added to 1 kg of water. Into a 30 L volume reactor which was in advance charged with 8 kg of ε-caprolactam were introduced the above-described mixture and 16.1 g (0.14 mole) of 85 wt % phosphoric acid aqueous solution. The temperature and the pressure were then elevated to 260° C. and 5 kg/cm2, respectively. The reaction system was maintained at a te... Reactants: C(C1=CC=CC=C1)OC1=CC(N(C=C1)CC(=O)C1=CC=C(C=C1)CBr)=O (4-Benzyloxy-1-[2-(4-bromomethyl-phenyl)-2-oxo-ethyl]-1H-pyridin-2-one), OC1CCNCC1 (4-hydroxypiperidine). Run in CN(C)C=O (DMF). Conditions: time 1 hour. The product is C(C1=CC=CC=C1)OC1=CC(N(C=C1)CC(=O)C1=CC=C(C=C1)CN1CCC(CC1)O)=O (4-Benzyloxy-1-{2-[4-(4-hydroxy-piperidin-1-ylmethyl)-phenyl]-2-oxo-ethyl}-1H-pyridin-2-one). Reaction SMILES: [CH2:1]([O:8][C:9]1[CH:14]=[CH:13][N:12]([CH2:15][C:16]([C:18]2[CH:23]=[CH:22][C:21]([CH2:24]Br)=[CH:20][CH:19]=2)=[O:17])[C:11](=[O:26])[CH:10]=1)[C:2]1[CH:7]=[CH:6][CH:5]=[CH:4][CH:3]=1.[OH:27][CH:28]1[CH2:33][CH2:32][NH:31][CH2:30][CH2:29]1>CN(C=O)C>[CH2:1]([O:8][C:9]1[CH:14]=[CH:13][N:12]([CH2:15][C:16]([C:18]2[CH:23]=[CH:22][C:21]([CH2:24][N:31]3[CH2:32][CH2:33][CH:28]([OH:27])[CH2:29][CH2:30]3)=[CH:20][CH:19]=2)=[O:17])[C:11](=[O:26])[CH:10]=1)[C:2]1[CH:7]=[CH:6][CH:5]=[CH:4][CH:3]=1. Reported procedure: To 400 mg (0.97 mmol) 4-benzyloxy-1-[2-(4-bromomethyl-phenyl)-2-oxo-ethyl]-1H-pyridin-2-one (preparation 15c) in 5.0 mL of DMF is added 393 mg (3.88 mmol) 4-hydroxypiperidine. The reaction mixture is stirred 1 h at RT and is directly purified by HPLC (Waters Symmetry, C18; water (0.1% formic acid)/acetonitrile (0.1% formic acid) 95:5 to 0:100).